Dataset: the Open Reaction Database (ORD), a public repository of structured organic reaction records. Task: describe an organic reaction: reactants, conditions, products, and yield Reactants: F[B-](F)(F)F, CC#N, Cl, Cl, Cl, O=C(O)c1cnoc1-c1ccc(C(F)(F)F)cc1, c1cnc(C2CCNC2)cn1, c1ccncc1, CN(C)C(On1nnc2ccccc21)=[N+](C)C. Product: O=C(c1cnoc1-c1ccc(C(F)(F)F)cc1)N1CCC(c2cnccn2)C1. Reaction SMILES: [B-:19]([F:20])([F:21])([F:22])[F:23].[CH3:61][C:62]#[N:63].[ClH:47].[ClH:48].[ClH:49].[F:1][C:2]([c:3]1[cH:4][cH:5][c:6](-[c:9]2[c:10]([C:14](=[O:15])[OH:16])[cH:11][n:12][o:13]2)[cH:7][cH:8]1)([F:17])[F:18].[NH:50]1[CH2:51][CH:52]([c:55]2[n:56][cH:57][cH:58][n:59][cH:60]2)[CH2:53][CH2:54]1.[cH:41]1[cH:42][cH:43][n:44][cH:45][cH:46]1.[n:24]1([O:25][C:26]([N:27]([CH3:28])[CH3:29])=[N+:30]([CH3:31])[CH3:32])[c:33]2[cH:34][cH:35][cH:36][cH:37][c:38]2[n:39][n:40]1>>[F:1][C:2]([c:3]1[cH:4][cH:5][c:6](-[c:9]2[c:10]([C:14](=[O:16])[N:50]3[CH2:51][CH:52]([c:55]4[n:56][cH:57][cH:58][n:59][cH:60]4)[CH2:53][CH2:54]3)[cH:11][n:12][o:13]2)[cH:7][cH:8]1)([F:17])[F:18]. The reactants are C(C)(C)(C)C1=C(C=CC(=C1)C(C)(C)C)O (2,4-di-tert-butylphenol), C(C=O)(=O)O (glyoxylic acid), C(C)(=O)OC(C)=O (acetic anhydride), O (water). The reagents and catalysts are O.C1(=CC=C(C=C1)S(=O)(=O)O)C (p-toluenesulfonic acid monohydrate). The solvent is ClCCCl (1,2-dichloroethane), COC(C)(C)C (tert-butyl methyl ether). The product is C(C)(=O)OC1C(OC2=C1C=C(C=C2C(C)(C)C)C(C)(C)C)=O (3-acetoxy-5,7-di-tert-butyl-3H-benzofuran-2-one). The yield is 92.0%. Reaction SMILES: [C:1]([C:5]1[CH:10]=[C:9]([C:11]([CH3:14])([CH3:13])[CH3:12])[CH:8]=[CH:7][C:6]=1[OH:15])([CH3:4])([CH3:3])[CH3:2].[C:16]([OH:20])(=O)[CH:17]=[O:18].O.[C:22](OC(=O)C)(=[O:24])[CH3:23]>ClCCCl.COC(C)(C)C.O.C1(C)C=CC(S(O)(=O)=O)=CC=1>[C:22]([O:20][CH:16]1[C:7]2[CH:8]=[C:9]([C:11]([CH3:14])([CH3:13])[CH3:12])[CH:10]=[C:5]([C:1]([CH3:4])([CH3:3])[CH3:2])[C:6]=2[O:15][C:17]1=[O:18])(=[O:24])[CH3:23] |f:6.7|. Reported procedure: A mixture of 21.2 g (0.10 mol) of 2,4-di-tert-butylphenol (97%), 16.3 g (0.11 mol) of 50% aqueous glyoxylic acid and 0.05 g (0.26 mmol) of p-toluenesulfonic acid monohydrate in 30 ml of 1,2-dichloroethane is refluxed under nitrogen for 3.5 hours on a water separator. Afterwards the reaction mixture is concentrated on a vacuum rotary evaporator. The residue is taken up in 9.9 ml (0.105 mol) of acetic anhydride and the solution is refluxed for 90 minutes. The reaction mixture is then cooled to roo... The reactants are P(=O)(OC(C)(C)C)(OC(C)(C)C)OCCCNC1=NC=CC(=N1)C=1C(=NC=CC1)OC1=CC=C(C=C1)NC1=NN=C(C2=CC=CC=C12)C1=CC=CC=C1 (di-tert-butyl 3-(4-(2-(4-(4-phenylphthalazin-1-ylamino)phenoxy)pyridin-3-yl)pyrimidin-2-ylamino)propyl phosphate), Cl (HCl). Solvent: O1CCOCC1 (1,4-dioxane), O1CCOCC1 (Dioxane). Reaction conditions: time 18 hour. The product is Cl.Cl.P(=O)(OCCCNC1=NC=CC(=N1)C=1C(=NC=CC1)OC1=CC=C(C=C1)NC1=NN=C(C2=CC=CC=C12)C1=CC=CC=C1)(O)O (3-(4-(2-(4-(4-phenylphthalazin-1-ylamino)phenoxy)pyridin-3-yl)pyrimidin-2-ylamino)propyl dihydrogen phosphate dihydrochloride). As a reaction SMILES: [P:1]([O:13][CH2:14][CH2:15][CH2:16][NH:17][C:18]1[N:23]=[C:22]([C:24]2[C:25]([O:30][C:31]3[CH:36]=[CH:35][C:34]([NH:37][C:38]4[C:47]5[C:42](=[CH:43][CH:44]=[CH:45][CH:46]=5)[C:41]([C:48]5[CH:53]=[CH:52][CH:51]=[CH:50][CH:49]=5)=[N:40][N:39]=4)=[CH:33][CH:32]=3)=[N:26][CH:27]=[CH:28][CH:29]=2)[CH:21]=[CH:20][N:19]=1)([O:8]C(C)(C)C)([O:3]C(C)(C)C)=[O:2].[ClH:54]>O1CCOCC1>[ClH:54].[ClH:54].[P:1]([OH:8])([OH:3])([O:13][CH2:14][CH2:15][CH2:16][NH:17][C:18]1[N:23]=[C:22]([C:24]2[C:25]([O:30][C:31]3[CH:36]=[CH:35][C:34]([NH:37][C:38]4[C:47]5[C:42](=[CH:43][CH:44]=[CH:45][CH:46]=5)[C:41]([C:48]5[CH:53]=[CH:52][CH:51]=[CH:50][CH:49]=5)=[N:40][N:39]=4)=[CH:33][CH:32]=3)=[N:26][CH:27]=[CH:28][CH:29]=2)[CH:21]=[CH:20][N:19]=1)=[O:2] |f:3.4.5|. Reported procedure: To a solution of di-tert-butyl 3-(4-(2-(4-(4-phenylphthalazin-1-ylamino)phenoxy)pyridin-3-yl)pyrimidin-2-ylamino)propyl phosphate (95 mg, 0.13 mmol) in 1,4-dioxane (3.7 ml, 0.04 M) under nitrogen was added 4M HCl in Dioxane (0.23 mL, 0.91 mmol). Reaction stirred at RT for 18 hrs. The mixture appeared heterogeneous, and the solids were filtered, washed with dioxane and ether, and dried under reduced pressure to afford 3-(4-(2-(4-(4-phenylphthalazin-1-ylamino)phenoxy)pyridin-3-yl)pyrimidin-2-ylami...